Dataset: the Open Reaction Database (ORD), a public repository of structured organic reaction records. Task: describe an organic reaction: reactants, conditions, products, and yield The reactants are C(C)(=O)OC(C)=O (Acetic anhydride), C(C1=CC=CC=C1)OC1=CC(=C(C2=CC=CC=C12)CCO)[N+](=O)[O-] (2-[4-benzyloxy-2-nitronaphthalen-1-yl]ethanol). The solvent is N1=CC=CC=C1 (pyridine). Conditions: time 8 hour. The product is C(C)(=O)OCCC1=C(C=C(C2=CC=CC=C12)OCC1=CC=CC=C1)[N+](=O)[O-] (2-[4-benzyloxy-2-nitronaphthalen-1-yl]ethyl acetate). RXN SMILES: [C:1]([O:4][C:5](=[O:7])[CH3:6])(=O)[CH3:2].[CH2:8]([O:15][C:16]1[C:25]2[C:20](=[CH:21][CH:22]=[CH:23][CH:24]=2)[C:19](CCO)=[C:18]([N+:29]([O-:31])=[O:30])[CH:17]=1)[C:9]1[CH:14]=[CH:13][CH:12]=[CH:11][CH:10]=1>N1C=CC=CC=1>[C:5]([O:4][CH2:1][CH2:2][C:19]1[C:20]2[C:25](=[CH:24][CH:23]=[CH:22][CH:21]=2)[C:16]([O:15][CH2:8][C:9]2[CH:14]=[CH:13][CH:12]=[CH:11][CH:10]=2)=[CH:17][C:18]=1[N+:29]([O-:31])=[O:30])(=[O:7])[CH3:6]. Procedure: Acetic anhydride (0.35 mL, 3.71 mmol) was added to a solution of 2-[4-benzyloxy-2-nitronaphthalen-1-yl]ethanol ((0.3 g, 0.93 mmol) in dry pyridine (3 mL) at room temperature and stirred overnight. The mixture was concentrated and dissolved in AcOEt (50 mL). The organic layer was washed with 1 M HCl (10 mL), saturated aqueous NaHCO3 (10 mL) and saturated aqueous NaCl (10 mL), and then the organic layer was dried (Na2SO4) and concentrate. The residue was purified by silica-gel column (AcOEt: Petro... Reactants: C(C)N(C1=C(C=CC(=C1)OC)C1CC=2C=CC(=CC2CC1)OC(C(C)(C)C)=O)C(C1=CC(=C(C=C1)O)F)=O (pivalic acid 6-{2-[ethyl(3-fluoro-4-hydroxybenzoyl)amino]-4-methoxyphenyl}-5,6,7,8-tetrahydronaphthalen-2-yl ester), ClCC(=O)N(C)CC (2-chloro-N-ethyl-N-methylacetamide). The product is C(C)N(C1=C(C=CC(=C1)OC)C1CC=2C=CC(=CC2CC1)O)CC1=CC(=C(C=C1)OCCN(C)CC)F (6-{2-{Ethyl{4-[2-(ethylmethylamino)ethoxy]-3-fluorobenzyl}amino}-4-methoxyphenyl}-5,6,7,8-tetrahydronaphthalen-2-ol). Yield: 66.7%. RXN SMILES: [CH2:1]([N:3]([C:29](=O)[C:30]1[CH:35]=[CH:34][C:33]([OH:36])=[C:32]([F:37])[CH:31]=1)[C:4]1[CH:9]=[C:8]([O:10][CH3:11])[CH:7]=[CH:6][C:5]=1[CH:12]1[CH2:21][CH2:20][C:19]2[CH:18]=[C:17]([O:22]C(=O)C(C)(C)C)[CH:16]=[CH:15][C:14]=2[CH2:13]1)[CH3:2].Cl[CH2:40][C:41]([N:43]([CH2:45][CH3:46])[CH3:44])=O>>[CH2:1]([N:3]([CH2:29][C:30]1[CH:35]=[CH:34][C:33]([O:36][CH2:40][CH2:41][N:43]([CH2:45][CH3:46])[CH3:44])=[C:32]([F:37])[CH:31]=1)[C:4]1[CH:9]=[C:8]([O:10][CH3:11])[CH:7]=[CH:6][C:5]=1[CH:12]1[CH2:21][CH2:20][C:19]2[CH:18]=[C:17]([OH:22])[CH:16]=[CH:15][C:14]=2[CH2:13]1)[CH3:2]. Procedure details: Synthesized from pivalic acid 6-{2-[ethyl(3-fluoro-4-hydroxybenzoyl)amino]-4-methoxyphenyl}-5,6,7,8-tetrahydronaphthalen-2-yl ester (20 mg) and 2-chloro-N-ethyl-N-methylacetamide (10 mg) according to an analogous synthetic method to Example 404 and purified by LC-MS, the title compound (13 mg) was obtained.